Dataset: the Open Reaction Database (ORD), a public repository of structured organic reaction records. Task: describe an organic reaction: reactants, conditions, products, and yield Starting materials: BrC1=CC=C2C=CN(C2=C1)C[C@H]1N(CCC1)C ((S)-6-bromo-1-((N-methylpyrrolidin-2-yl)methyl)indole), S1C=C(C=C1)B(O)O (thiophene-3-boronic acid). Product: CN1[C@H](CCC1)CN1C=CC2=CC=C(C=C12)C1=CSC=C1 ((R)-1-((N-methyl pyrrolidin-2-yl)methyl)-6-(3-thienyl)-1H-indole). As a reaction SMILES: Br[C:2]1[CH:10]=[C:9]2[C:5]([CH:6]=[CH:7][N:8]2[CH2:11][C@@H:12]2[CH2:16][CH2:15][CH2:14][N:13]2[CH3:17])=[CH:4][CH:3]=1.[S:18]1[CH:22]=[CH:21][C:20](B(O)O)=[CH:19]1>>[CH3:17][N:13]1[CH2:14][CH2:15][CH2:16][C@@H:12]1[CH2:11][N:8]1[C:9]2[C:5](=[CH:4][CH:3]=[C:2]([C:20]3[CH:21]=[CH:22][S:18][CH:19]=3)[CH:10]=2)[CH:6]=[CH:7]1. Procedure details: (39.9 mg, 79%); from (S)-6-bromo-1-((N-methylpyrrolidin-2-yl)methyl)indole (50.0 mg, 0.17 mmol) and thiophene-3-boronic acid (43.6 mg, 0.34 mmol). The reactants are ClC=1C=C(C=CC1Cl)C(CC=O)C1N(C(C2=C(C=CC=C12)Cl)=O)C (3-(3,4-Dichlorophenyl)-3-(4-chloro-2-methyl-3-oxo-2,3-dihydro-1H-isoindol-1-yl)propionaldehyde), O=C1N(CCCN1)C1CCNCC1 (4-(2-oxoperhydropyrimidine-1-yl)piperidine). Yields the product Cl.ClC=1C=C(C=CC1Cl)C(CCN1CCC(CC1)N1C(NCCC1)=O)C1N(C(C2=C(C=CC=C12)Cl)=O)C (3-[1-(3,4-Dichlorophenyl)-3-(4-(2-oxoperhydropyrimidine-1-yl)piperidino)propyl]-7-chloro-2-methyl-2,3-dihydroisoindol-1-one hydrochloride). Isolated yield 41.3%. RXN SMILES: [Cl:1][C:2]1[CH:3]=[C:4]([CH:9]([CH:13]2[C:21]3[C:16](=[C:17]([Cl:22])[CH:18]=[CH:19][CH:20]=3)[C:15](=[O:23])[N:14]2[CH3:24])[CH2:10][CH:11]=O)[CH:5]=[CH:6][C:7]=1[Cl:8].[O:25]=[C:26]1[NH:31][CH2:30][CH2:29][CH2:28][N:27]1[CH:32]1[CH2:37][CH2:36][NH:35][CH2:34][CH2:33]1>>[ClH:1].[Cl:1][C:2]1[CH:3]=[C:4]([CH:9]([CH:13]2[C:21]3[C:16](=[C:17]([Cl:22])[CH:18]=[CH:19][CH:20]=3)[C:15](=[O:23])[N:14]2[CH3:24])[CH2:10][CH2:11][N:35]2[CH2:36][CH2:37][CH:32]([N:27]3[CH2:28][CH2:29][CH2:30][NH:31][C:26]3=[O:25])[CH2:33][CH2:34]2)[CH:5]=[CH:6][C:7]=1[Cl:8] |f:2.3|. Procedure: 3-(3,4-Dichlorophenyl)-3-(4-chloro-2-methyl-3-oxo-2,3-dihydro-1H-isoindol-1-yl)propionaldehyde (0.695 g) was coupled to 4-(2-oxoperhydropyrimidine-1-yl)piperidine (0.31 g) by a method similar to that described in Example 8. The reaction product was not purified by chromatography but converted to the hydrochloride salt to afford the title compound (0.220 g); mp 175°-185° C.; MS: m/z=549(M+1); NMR(CD3OD): 1.92 (m,4), 2.13 (m,2), 2.54 (m,2), 3.29 (s,3), 3.66 (m,3), 4.37 (m,1), 6.76 (dd,1, J=8.3, 21... Starting materials: CC(C)(C)[Si](C)(C)Cl, ClCCl, CC(c1ccc(-c2ccc(=O)[nH]c2)cc1)N1CCC(CCCO)(c2ccc(F)cc2)OC1=O, c1c[nH]cn1. Product: CC(c1ccc(-c2ccc(=O)[nH]c2)cc1)N1CCC(CCCO[Si](C)(C)C(C)(C)C)(c2ccc(F)cc2)OC1=O. As a reaction SMILES: [C:39]([CH3:40])([CH3:41])([CH3:42])[Si:43]([CH3:44])([CH3:45])[Cl:46].[Cl:47][CH2:48][Cl:49].[F:1][c:2]1[cH:3][cH:4][c:5]([C:8]2([CH2:30][CH2:31][CH2:32][OH:33])[CH2:9][CH2:10][N:11]([CH:15]([CH3:16])[c:17]3[cH:18][cH:19][c:20](-[c:23]4[cH:24][nH:25][c:26](=[O:29])[cH:27][cH:28]4)[cH:21][cH:22]3)[C:12](=[O:14])[O:13]2)[cH:6][cH:7]1.[nH:34]1[cH:35][cH:36][n:37][cH:38]1>>[F:1][c:2]1[cH:3][cH:4][c:5]([C:8]2([CH2:30][CH2:31][CH2:32][O:33][Si:43]([C:39]([CH3:40])([CH3:41])[CH3:42])([CH3:44])[CH3:45])[CH2:9][CH2:10][N:11]([CH:15]([CH3:16])[c:17]3[cH:18][cH:19][c:20](-[c:23]4[cH:24][nH:25][c:26](=[O:29])[cH:27][cH:28]4)[cH:21][cH:22]3)[C:12](=[O:14])[O:13]2)[cH:6][cH:7]1.